This data is from the Open Reaction Database (ORD), a public repository of structured organic reaction records. The task is: describe an organic reaction: reactants, conditions, products, and yield Reactants: ClC1=CC=C(C=C1)OC(N(C)C[C@@H]1CC[C@H](CC1)CCCO)=O (trans-[4-(3-hydroxy-propyl)-cyclohexylmethyl]-methyl-carbamic acid 4-chloro-phenyl ester), CS(=O)(=O)Cl (methanesulfonyl chloride). The product is ClC1=CC=C(OC(=O)N(C)C[C@@H]2CC[C@H](CC2)CCCOS(=O)(=O)C)C=C1 (trans-methanesulfonic acid 3-(4-{[(4-chloro-phenoxycarbonyl)-methyl-amino]-methyl}-cyclohexyl)-propyl ester). As a reaction SMILES: [Cl:1][C:2]1[CH:7]=[CH:6][C:5]([O:8][C:9](=[O:23])[N:10]([CH2:12][C@H:13]2[CH2:18][CH2:17][C@H:16]([CH2:19][CH2:20][CH2:21][OH:22])[CH2:15][CH2:14]2)[CH3:11])=[CH:4][CH:3]=1.[CH3:24][S:25](Cl)(=[O:27])=[O:26]>>[Cl:1][C:2]1[CH:3]=[CH:4][C:5]([O:8][C:9]([N:10]([CH2:12][C@H:13]2[CH2:18][CH2:17][C@H:16]([CH2:19][CH2:20][CH2:21][O:22][S:25]([CH3:24])(=[O:27])=[O:26])[CH2:15][CH2:14]2)[CH3:11])=[O:23])=[CH:6][CH:7]=1. Procedure: In analogy to the procedure described in example 3.4, trans-[4-(3-hydroxy-propyl)-cyclohexylmethyl]-methyl-carbamic acid 4-chloro-phenyl ester was treated with methanesulfonyl chloride to yield trans-methanesulfonic acid 3-(4-{[(4-chloro-phenoxycarbonyl)-methyl-amino]-methyl}-cyclohexyl)-propyl ester as colorless solid, MS: 418 (MH+, 1Cl). Yields the product COc1ccc(-c2ccc(C=CC(=O)O)cc2)cc1C12CC3CC(CC(C3)C1)C2. RXN SMILES: [C:4]12([c:14]3[cH:15][c:16](-[c:22]4[cH:23][cH:24][c:25]([CH:26]=[CH:27][C:28](=[O:29])[O:30][CH3:31])[cH:32][cH:33]4)[cH:17][cH:18][c:19]3[O:20][CH3:21])[CH2:5][CH:6]3[CH2:7][CH:8]([CH2:9][CH:10]([CH2:11]1)[CH2:12]3)[CH2:13]2.[CH2:34]1[O:35][CH2:36][CH2:37][CH2:38]1.[Li+:2].[OH-:1].[OH2:39].[OH2:3]>>[C:4]12([c:14]3[cH:15][c:16](-[c:22]4[cH:23][cH:24][c:25]([CH:26]=[CH:27][C:28](=[O:29])[OH:30])[cH:32][cH:33]4)[cH:17][cH:18][c:19]3[O:20][CH3:21])[CH2:5][CH:6]3[CH2:7][CH:8]([CH2:9][CH:10]([CH2:11]1)[CH2:12]3)[CH2:13]2. Reactants: COC(=O)C=Cc1ccc(-c2ccc(OC)c(C34CC5CC(CC(C5)C3)C4)c2)cc1, C1CCOC1, [Li+], [OH-], O, O. Reactants: C1CCOC1, CCOC(C)=O, [K+], [K+], N#CBr, NC(CO)CCc1cccc(C(F)(F)F)n1, O=C([O-])[O-], O. Yields the product NC1=NC(CCc2cccc(C(F)(F)F)n2)CO1. Reaction SMILES: [CH2:27]1[O:28][CH2:29][CH2:30][CH2:31]1.[CH3:32][CH2:33][O:34][C:35](=[O:36])[CH3:37].[K+:17].[K+:18].[N:23]#[C:24][Br:25].[NH2:1][CH:2]([CH2:3][OH:4])[CH2:5][CH2:6][c:7]1[n:8][c:9]([C:13]([F:14])([F:15])[F:16])[cH:10][cH:11][cH:12]1.[O-:19][C:20]([O-:21])=[O:22].[OH2:26]>>[N:1]1=[C:24]([NH2:23])[O:4][CH2:3][CH:2]1[CH2:5][CH2:6][c:7]1[n:8][c:9]([C:13]([F:14])([F:15])[F:16])[cH:10][cH:11][cH:12]1. Starting materials: ClC1=NC=C(C=C1)C1CC1 (2-chloro-5-cyclopropylpyridine), solution, [Li]CCCC (nBuLi), CN(CCO)C (2-(dimethylamino)ethanol), FC1=C(C(=O)N(C)OC)C=CC=N1 (2-fluoro-N-methoxy-N-methylnicotinamide). Solvent: CCCCCC (hexane), CCCCCC (hexane), O1CCCC1 (tetrahydrofuran). Conditions: temperature -78 celsius, time 30 minute. Product: ClC1=CC=C(C(=N1)C(=O)C=1C(=NC=CC1)F)C1CC1 ((6-chloro-3-cyclopropylpyridin-2-yl)(2-fluoropyridin-3-yl)methanone). The yield is 90.4%. As a reaction SMILES: [Li]CCCC.CN(C)CCO.[Cl:12][C:13]1[CH:18]=[CH:17][C:16]([CH:19]2[CH2:21][CH2:20]2)=[CH:15][N:14]=1.[F:22][C:23]1[N:34]=[CH:33][CH:32]=[CH:31][C:24]=1[C:25](N(OC)C)=[O:26]>CCCCCC.O1CCCC1>[Cl:12][C:13]1[N:14]=[C:15]([C:25]([C:24]2[C:23]([F:22])=[N:34][CH:33]=[CH:32][CH:31]=2)=[O:26])[C:16]([CH:19]2[CH2:21][CH2:20]2)=[CH:17][CH:18]=1. Procedure: A 2.5M solution of nBuLi (10.94 ml, 27.34 mmol) was added to a solution of 2-(dimethylamino)ethanol (1.37 ml, 13.67 mmol) in hexane (15 ml) cooled to −78° C. The reaction mixture was stirred at −78° C. for 30 minutes then, a solution of 2-chloro-5-cyclopropylpyridine (700 mg, 4.56 mmol) in hexane (10 mL) was added dropwise. The reaction mixture was stirred for 90 minutes. A solution of 2-fluoro-N-methoxy-N-methylnicotinamide (3.36 g, 18.23 mmol) in tetrahydrofuran (15 mL) was added dropwise and ...